This data is from the Open Reaction Database (ORD), a public repository of structured organic reaction records. The task is: describe an organic reaction: reactants, conditions, products, and yield Reactants: BrC1=CC(=C(C=C1)C(C(C(=O)C1CC1)C=NOCC)=O)CSC (1-[4-bromo-2-(methylsulphenylmethyl)phenyl]-3-cyclopropyl-2-(ethoxyiminomethyl)propan-1,3-dione), ClC1=CC(=CC=C1)C(=O)OO (m-chloroperbenzoic acid). The solvent is ClCCl (dichloromethane). The product is BrC1=CC(=C(C=C1)C(C(C(=O)C1CC1)C=NOCC)=O)CS(=O)C (1-[4-bromo-2-(methylsulphinylmethyl)phenyl]-3-cyclopropyl-2-(ethoxyiminomethyl)propan-1,3-dione). Isolated yield 78.9%. Reaction SMILES: [Br:1][C:2]1[CH:7]=[CH:6][C:5]([C:8](=[O:20])[CH:9]([CH:15]=[N:16][O:17][CH2:18][CH3:19])[C:10]([CH:12]2[CH2:14][CH2:13]2)=[O:11])=[C:4]([CH2:21][S:22][CH3:23])[CH:3]=1.ClC1C=CC=C(C(OO)=[O:32])C=1>ClCCl>[Br:1][C:2]1[CH:7]=[CH:6][C:5]([C:8](=[O:20])[CH:9]([CH:15]=[N:16][O:17][CH2:18][CH3:19])[C:10]([CH:12]2[CH2:13][CH2:14]2)=[O:11])=[C:4]([CH2:21][S:22]([CH3:23])=[O:32])[CH:3]=1. Procedure: To a stirred solution of 1-[4-bromo-2-(methylsulphenylmethyl)phenyl]-3-cyclopropyl-2-(ethoxyiminomethyl)propan-1,3-dione (0.95 g) in dichloromethane cooled to -25° C. was slowly added m-chloroperbenzoic acid (50 to 60%, 0.55 g). The mixture was filtered in the cold and the filtrate diluted with ether and washed with 1M sodium metabisulphite, 25% sodium acetate and brine, dried (anhydrous sodium sulphate) and evaporated. The residue was purified by column chromatography on silica gel, eluting wit... The reactants are Cc1cc(F)c(O)cc1OCc1ccccc1, COCCOc1cc2nncc(Cl)c2cc1OC, c1ccncc1. Yields the product COCCOc1cc2nncc(Oc3cc(OCc4ccccc4)c(C)cc3F)c2cc1OC. Reaction SMILES: [CH2:1]([c:2]1[cH:3][cH:4][cH:5][cH:6][cH:7]1)[O:8][c:9]1[c:10]([CH3:17])[cH:11][c:12]([F:16])[c:13]([OH:15])[cH:14]1.[Cl:18][c:19]1[cH:20][n:21][n:22][c:23]2[cH:24][c:25]([O:31][CH2:32][CH2:33][O:34][CH3:35])[c:26]([O:29][CH3:30])[cH:27][c:28]12.[cH:36]1[cH:37][cH:38][n:39][cH:40][cH:41]1>>[CH2:1]([c:2]1[cH:3][cH:4][cH:5][cH:6][cH:7]1)[O:8][c:9]1[c:10]([CH3:17])[cH:11][c:12]([F:16])[c:13]([O:15][c:19]2[cH:20][n:21][n:22][c:23]3[cH:24][c:25]([O:31][CH2:32][CH2:33][O:34][CH3:35])[c:26]([O:29][CH3:30])[cH:27][c:28]23)[cH:14]1. The reactants are Nc1cc(Cl)ccc1SCc1ccccc1, c1ccncc1, O=S(=O)(Cl)c1cc2ccccc2o1. Yields the product O=S(=O)(Nc1cc(Cl)ccc1SCc1ccccc1)c1cc2ccccc2o1. As a reaction SMILES: [CH2:1]([c:2]1[cH:3][cH:4][cH:5][cH:6][cH:7]1)[S:8][c:9]1[c:10]([NH2:11])[cH:12][c:13]([Cl:16])[cH:14][cH:15]1.[cH:30]1[cH:31][cH:32][n:33][cH:34][cH:35]1.[o:17]1[c:18]([S:26](=[O:27])(=[O:28])[Cl:29])[cH:19][c:20]2[c:21]1[cH:22][cH:23][cH:24][cH:25]2>>[CH2:1]([c:2]1[cH:3][cH:4][cH:5][cH:6][cH:7]1)[S:8][c:9]1[c:10]([NH:11][S:26]([c:18]2[o:17][c:21]3[c:20]([cH:19]2)[cH:25][cH:24][cH:23][cH:22]3)(=[O:27])=[O:28])[cH:12][c:13]([Cl:16])[cH:14][cH:15]1. Starting materials: O=C(O)c1ccc(CBr)cc1, O=C(O)C1Cc2c([nH]c3ccccc23)CN1, CS(C)=O, ClC(Cl)Cl, [Na+], [OH-], S=C=S. The product is O=C(O)c1ccc(CSC(=S)N2Cc3[nH]c4ccccc4c3CC2C(=O)O)cc1. As a reaction SMILES: [Br:22][CH2:23][c:24]1[cH:25][cH:26][c:27]([C:28](=[O:29])[OH:30])[cH:31][cH:32]1.[CH2:1]1[NH:2][CH:3]([C:14](=[O:15])[OH:16])[CH2:4][c:5]2[c:6]3[cH:7][cH:8][cH:9][cH:10][c:11]3[nH:12][c:13]21.[CH3:37][S:38]([CH3:39])=[O:40].[CH:33]([Cl:34])([Cl:35])[Cl:36].[Na+:18].[OH-:17].[S:19]=[C:20]=[S:21]>>[CH2:1]1[N:2]([C:20]([S:19][CH2:23][c:24]2[cH:25][cH:26][c:27]([C:28](=[O:29])[OH:30])[cH:31][cH:32]2)=[S:21])[CH:3]([C:14](=[O:15])[OH:16])[CH2:4][c:5]2[c:6]3[cH:7][cH:8][cH:9][cH:10][c:11]3[nH:12][c:13]21. Starting materials: [OH-].[Li+] (lithium hydroxide), N1=C(C=NC2=CC=CC=C12)C(=O)OCC (ethyl quinoxaline-2-carboxylate). The solvent is O (water), CO (methanol). Conditions: time 2 hour. Yields the product N1=C(C=NC2=CC=CC=C12)C(=O)O (quinoxaline-2-carboxylic acid). As a reaction SMILES: [OH-].[Li+].[N:3]1[C:12]2[C:7](=[CH:8][CH:9]=[CH:10][CH:11]=2)[N:6]=[CH:5][C:4]=1[C:13]([O:15]CC)=[O:14]>O.CO>[N:3]1[C:12]2[C:7](=[CH:8][CH:9]=[CH:10][CH:11]=2)[N:6]=[CH:5][C:4]=1[C:13]([OH:15])=[O:14] |f:0.1|. Procedure details: To a stirred solution of lithium hydroxide (20.0 mg, 0.84 mmol) in water (1 mL), ethyl quinoxaline-2-carboxylate (20.0 mg, 0.99 mmol) in methanol (3 mL) was added. The solution was left to stir at room temperature for 2 h. The solution was concentrated in vacuo. This cream solid residue was dissolved in water and made acidic with concentrated hydrochloric acid. The organic material was extracted into ethyl acetate. The organic layers were dried with anhydrous sodium sulphate, filtered, and conce... Starting materials: C1CCOC1, CO, N, COc1ncc2c(O)c(C(=O)NCC(=O)OC(C)(C)C)c(=O)n(C)c2n1, Cn1c(=O)c(C(=O)NCC(=O)OC(C)(C)C)c(O)c2cnc(S(C)(=O)=O)nc21. The product is COc1ncc2c(O)c(C(=O)NCC(=O)O)c(=O)n(C)c2n1. As a reaction SMILES: [CH2:58]1[O:59][CH2:60][CH2:61][CH2:62]1.[CH3:56][OH:57].[NH3:55].[OH:1][c:2]1[c:3]([C:16](=[O:17])[NH:18][CH2:19][C:20](=[O:21])[O:22][C:23]([CH3:24])([CH3:25])[CH3:26])[c:4](=[O:15])[n:5]([CH3:14])[c:6]2[n:7][c:8]([O:12][CH3:13])[n:9][cH:10][c:11]12.[OH:27][c:28]1[c:29]2[cH:30][n:31][c:32]([S:33]([CH3:34])(=[O:35])=[O:36])[n:37][c:38]2[n:39]([CH3:40])[c:41](=[O:42])[c:43]1[C:44]([NH:45][CH2:46][C:47]([O:48][C:49]([CH3:50])([CH3:51])[CH3:52])=[O:53])=[O:54]>>[OH:1][c:2]1[c:3]([C:16](=[O:17])[NH:18][CH2:19][C:20](=[O:21])[OH:22])[c:4](=[O:15])[n:5]([CH3:14])[c:6]2[n:7][c:8]([O:12][CH3:13])[n:9][cH:10][c:11]12. Yields the product CCOC(=O)C(=Cc1ccc(-c2cccc(N(C)C(=O)NC3CCCCC3)c2)cc1)OCC. The reactants are CCOC(=O)C(=Cc1ccc(-c2cccc(N(C)C(=O)Oc3ccc([N+](=O)[O-])cc3)c2)cc1)OCC, NC1CCCCC1. RXN SMILES: [CH2:1]([CH3:2])[O:3][C:4]([C:5](=[O:6])[O:7][CH2:8][CH3:9])=[CH:10][c:11]1[cH:12][cH:13][c:14](-[c:17]2[cH:18][c:19]([N:23]([C:24]([O:26][c:25]3[cH:27][cH:28][c:29]([N+:30]([O-:31])=[O:32])[cH:33][cH:34]3)=[O:35])[CH3:36])[cH:20][cH:21][cH:22]2)[cH:15][cH:16]1.[NH2:37][CH:38]1[CH2:39][CH2:40][CH2:41][CH2:42][CH2:43]1>>[CH2:1]([CH3:2])[O:3][C:4]([C:5](=[O:6])[O:7][CH2:8][CH3:9])=[CH:10][c:11]1[cH:12][cH:13][c:14](-[c:17]2[cH:18][c:19]([N:23]([C:24](=[O:26])[NH:37][CH:38]3[CH2:39][CH2:40][CH2:41][CH2:42][CH2:43]3)[CH3:36])[cH:20][cH:21][cH:22]2)[cH:15][cH:16]1. Starting materials: BrCC1=C(C=NC2=C(C=CC=C12)NC(C1=C(C=CC=C1Cl)Cl)=O)C(=O)OCC (4-bromomethyl-8-(2,6-dichlorobenzoylamino)-3-ethoxycarbonylquinoline), COCCN (2-methoxyethylamine), C(C)(C)N(CC)C(C)C (N,N-diisopropyl-N-ethylamine). Solvent: C(CCl)Cl (ethylene chloride), ClCCl (dichloromethane). Run at time 2 hour. Yields the product ClC1=C(C(=O)NC2=CC=CC=3C4=C(C=NC23)C(N(C4)CCOC)=O)C(=CC=C1)Cl (6-(2,6-dichlorobenzoylamino)-2,3-dihydro-2-(2-methoxyethyl)-1H-pyrrolo-[3,4-c]quinolin-3-one). The yield is 85.2%. RXN SMILES: Br[CH2:2][C:3]1[C:12]2[C:7](=[C:8]([NH:13][C:14](=[O:23])[C:15]3[C:20]([Cl:21])=[CH:19][CH:18]=[CH:17][C:16]=3[Cl:22])[CH:9]=[CH:10][CH:11]=2)[N:6]=[CH:5][C:4]=1[C:24](OCC)=[O:25].[CH3:29][O:30][CH2:31][CH2:32][NH2:33].C(N(C(C)C)CC)(C)C>C(Cl)CCl.ClCCl>[Cl:21][C:20]1[CH:19]=[CH:18][CH:17]=[C:16]([Cl:22])[C:15]=1[C:14]([NH:13][C:8]1[C:7]2[N:6]=[CH:5][C:4]3[C:24](=[O:25])[N:33]([CH2:32][CH2:31][O:30][CH3:29])[CH2:2][C:3]=3[C:12]=2[CH:11]=[CH:10][CH:9]=1)=[O:23]. Procedure: A mixture of 4-bromomethyl-8-(2,6-dichlorobenzoylamino)-3-ethoxycarbonylquinoline (100 mg), 2-methoxyethylamine (18.7 mg) and N,N-diisopropyl-N-ethylamine (134 mg) in ethylene chloride (1 ml) was stirred for 2 hours at ambient temperature. The mixture was diluted with dichloromethane, washed with saturated sodium bicarbonate solution, dried over magnesium sulfate and evaporated in vacuo. The residue was purified by preparative thin layer chromatography (methanoldichloromethane) to give 6-(2,6-di... Starting materials: CN(C)c1ccc(C(c2ccc(N(C)C)cc2)c2ccc(N(C)C)cc2C(=O)O)cc1, [Na+], [OH-], OO. Yields the product CN(C)c1ccc(C2(c3ccc(N(C)C)cc3)OC(=O)c3cc(N(C)C)ccc32)cc1. Reaction SMILES: [CH3:1][N:2]([c:3]1[cH:4][cH:5][c:6]([CH:7]([c:8]2[cH:9][cH:10][c:11]([N:14]([CH3:15])[CH3:16])[cH:12][cH:13]2)[c:17]2[c:18]([C:19](=[O:20])[OH:21])[cH:22][c:23]([N:26]([CH3:27])[CH3:28])[cH:24][cH:25]2)[cH:29][cH:30]1)[CH3:31].[Na+:33].[OH-:32].[OH:34][OH:35]>>[CH3:1][N:2]([c:3]1[cH:4][cH:5][c:6]([C:7]2([c:8]3[cH:9][cH:10][c:11]([N:14]([CH3:15])[CH3:16])[cH:12][cH:13]3)[c:17]3[c:18]([cH:22][c:23]([N:26]([CH3:27])[CH3:28])[cH:24][cH:25]3)[C:19](=[O:21])[O:20]2)[cH:29][cH:30]1)[CH3:31]. Reactants: [N+](=O)([O-])C=1C(=C(C=C(C=O)C1)OC)O (5-nitrovanillin), C(CCC)Cl (butyl chloride), C([O-])([O-])=O.[K+].[K+] (potassium carbonate), CN(C=O)C (N,N-dimethylformamide). Run in O (water). Reaction conditions: temperature 100 celsius, time 24 hour. Product: C(CCC)OC1=C(C=C(C=O)C=C1[N+](=O)[O-])OC (4-butoxy-3-methoxy-5-nitrobenzaldehye). RXN SMILES: [N+:1]([C:4]1[C:5]([OH:14])=[C:6]([O:12][CH3:13])[CH:7]=[C:8]([CH:11]=1)[CH:9]=[O:10])([O-:3])=[O:2].[CH2:15](Cl)[CH2:16][CH2:17][CH3:18].C(=O)([O-])[O-].[K+].[K+].CN(C)C=O>O>[CH2:15]([O:14][C:5]1[C:4]([N+:1]([O-:3])=[O:2])=[CH:11][C:8]([CH:9]=[O:10])=[CH:7][C:6]=1[O:12][CH3:13])[CH2:16][CH2:17][CH3:18] |f:2.3.4|. Procedure details: A mixture of 5-nitrovanillin (2.2 g), butyl chloride (10 ml), potassium carbonate (8 g) and N,N-dimethylformamide (50 ml) is stirred at 100° C. for 24 hours. After cooling, water (300 ml) is added to the reaction mixture, followed by extraction with ethyl acetate (200 ml). The extract solution is washed with water, dried, and concentrated under reduced pressure. The residue is purified by means of a silica gel column chromatography (hexane: ethyl acetate=1:1) to afford 4-butoxy-3-methoxy-5-nitro...